Dataset: the Open Reaction Database (ORD), a public repository of structured organic reaction records. Task: describe an organic reaction: reactants, conditions, products, and yield The reactants are Cl, [H-], [Na+], CN(C)C=O, CCCCCCC(CC(C#N)c1ccc(-c2ccc(OC)cc2)cc1)OS(=O)(=O)c1ccccc1C. Yields the product CCCCCCC1CC1(C#N)c1ccc(-c2ccc(OC)cc2)cc1. As a reaction SMILES: [ClH:39].[H-:1].[Na+:2].[O:40]=[CH:41][N:42]([CH3:43])[CH3:44].[c:3]1([CH3:4])[c:5]([S:6]([O:7][CH:13]([CH2:14][CH:15]([C:16]#[N:17])[c:18]2[cH:19][cH:20][c:21](-[c:24]3[cH:25][cH:26][c:27]([O:30][CH3:31])[cH:28][cH:29]3)[cH:22][cH:23]2)[CH2:32][CH2:33][CH2:34][CH2:35][CH2:36][CH3:37])(=[O:8])=[O:9])[cH:10][cH:11][cH:12][cH:38]1>>[CH:13]1([CH2:32][CH2:33][CH2:34][CH2:35][CH2:36][CH3:37])[CH2:14][C:15]1([C:16]#[N:17])[c:18]1[cH:19][cH:20][c:21](-[c:24]2[cH:25][cH:26][c:27]([O:30][CH3:31])[cH:28][cH:29]2)[cH:22][cH:23]1. The reactants are ClC=1C=C2C(C(=O)OC(N2)=O)=CC1 (4-chloroisatoic anhydride), CSC(NS(=O)(=O)CCl)=N (S-methyl-N-(chloromethanesulfonyl)isothiourea), C(C)#N (acetonitrile). The reagents and catalysts are CN(C)C1=CC=NC=C1 (4-(N,N-dimethylamino)pyridine). Yields the product ClC1=CC=C2C(N3C(=NC2=C1)NS(C3)(=O)=O)=O (8-Chloro-1H-1,2,4-thiadiazolo[3,4-b]quinazolin-5-one-2,2-dioxide). As a reaction SMILES: [Cl:1][C:2]1[CH:3]=[C:4]2[NH:10][C:9](=O)O[C:6](=[O:7])[C:5]2=[CH:12][CH:13]=1.CSC(=N)[NH:17][S:18]([CH2:21]Cl)(=[O:20])=[O:19].C(#[N:26])C>CN(C1C=CN=CC=1)C>[Cl:1][C:2]1[CH:3]=[C:4]2[C:5]([C:6](=[O:7])[N:26]3[CH2:21][S:18](=[O:19])(=[O:20])[NH:17][C:9]3=[N:10]2)=[CH:12][CH:13]=1. Reported procedure: To a stirred slurry of 4-chloroisatoic anhydride (4.95 g, 25 mmol) and S-methyl-N-(chloromethanesulfonyl)isothiourea (5.07 g, 25 mmol) in acetonitrile (25 ml) under nitrogen is added 4-(N,N-dimethylamino)pyridine (3.97 g, 33 mmol). The mixture is refluxed under nitrogen for 24 hr, concentrated, then worked up as in Example 4 above. The resulting gummy solid is triturated with hot ethanol, then recrystallized from DMF to provide the title compound as a white solid, mp >300° C. (1.65 g, 24%) Procedure details: To a flask was added 0.24 g. (5.5 mmoles) of a 55% oil dispersion of sodium hydride. After washing the sodium hydride with hexane to remove the mineral oil, 25 ml. of DMF was added, the solution cooled to 0° C., and then 1.3 g. (5.0 mmoles) of 2-(4-chlorophenyl)-4-(4-morpholinyl)butyronitrile in 15 ml. of DMF was slowly added. The solution was stirred for 30 minutes and then 0.59 g. (5.0 mmoles) of 1-(chloromethyl)-1,2,4-triazole in 10 ml. of DMF was added slowly. The reaction was stirred overni... Run in CN(C)C=O (DMF), CN(C)C=O (DMF). Yields the product ClC1=CC=C(C=C1)C(CN1N=CN=C1)(CCN1CCOCC1)C#N (1-[2-(4-chlorophenyl)-2-cyano-4-(4-morpholinyl)butyl]-1,2,4-triazole). Reaction conditions: temperature 0 celsius, time 30 minute. RXN SMILES: [H-].[Na+].[Cl:3][C:4]1[CH:9]=[CH:8][C:7]([CH:10]([CH2:13][CH2:14][N:15]2[CH2:20][CH2:19][O:18][CH2:17][CH2:16]2)[C:11]#[N:12])=[CH:6][CH:5]=1.Cl[CH2:22][N:23]1[CH:27]=[N:26][CH:25]=[N:24]1>CN(C=O)C>[Cl:3][C:4]1[CH:5]=[CH:6][C:7]([C:10]([C:11]#[N:12])([CH2:13][CH2:14][N:15]2[CH2:16][CH2:17][O:18][CH2:19][CH2:20]2)[CH2:22][N:23]2[CH:27]=[N:26][CH:25]=[N:24]2)=[CH:8][CH:9]=1 |f:0.1|. The reactants are ice water, oil, ClCN1N=CN=C1 (1-(chloromethyl)-1,2,4-triazole), [H-].[Na+] (sodium hydride), ClC1=CC=C(C=C1)C(C#N)CCN1CCOCC1 (2-(4-chlorophenyl)-4-(4-morpholinyl)butyronitrile). Reactants: CSC(=C[N+](=O)[O-])SC, CCO, CC(CCN)Nc1ccc(Cl)nc1. Product: CC1CCNC(=C[N+](=O)[O-])N1c1ccc(Cl)nc1. Reaction SMILES: [CH3:14][S:15][C:16](=[CH:17][N+:18](=[O:19])[O-:20])[S:21][CH3:22].[CH3:23][CH2:24][OH:25].[NH2:1][CH2:2][CH2:3][CH:4]([CH3:5])[NH:6][c:7]1[cH:8][n:9][c:10]([Cl:13])[cH:11][cH:12]1>>[NH:1]1[CH2:2][CH2:3][CH:4]([CH3:5])[N:6]([c:7]2[cH:8][n:9][c:10]([Cl:13])[cH:11][cH:12]2)[C:16]1=[CH:17][N+:18](=[O:19])[O-:20]. The reactants are Cl (hydrogen chloride), C1(CCCCC1)CNCC1OC2=C(C=CC=C2CC1)OC (N-cyclohexylmethyl-2-aminomethyl-8-methoxychroman). Solvent: C(C)OCC (diethyl ether), C(C)OCC (diethyl ether). Conditions: time 2 hour. Yields the product Cl.C1(CCCCC1)CNCC1OC2=C(C=CC=C2CC1)OC (N-Cyclohexylmethyl-2-aminomethyl-8-methoxychroman hydrochloride). RXN SMILES: [ClH:1].[CH:2]1([CH2:8][NH:9][CH2:10][CH:11]2[CH2:20][CH2:19][C:18]3[C:13](=[C:14]([O:21][CH3:22])[CH:15]=[CH:16][CH:17]=3)[O:12]2)[CH2:7][CH2:6][CH2:5][CH2:4][CH2:3]1>C(OCC)C>[ClH:1].[CH:2]1([CH2:8][NH:9][CH2:10][CH:11]2[CH2:20][CH2:19][C:18]3[C:13](=[C:14]([O:21][CH3:22])[CH:15]=[CH:16][CH:17]=3)[O:12]2)[CH2:3][CH2:4][CH2:5][CH2:6][CH2:7]1 |f:3.4|. Reported procedure: 9.3 ml of a 2.7M hydrogen chloride solution in diethyl ether are added to 7.2 g (15 mmol) of N-cyclohexylmethyl-2-aminomethyl-8-methoxychroman in 200 ml of diethyl ether at 0° to -10° C., while stirring. After 2 hours, the precipitate is filtered off, washed thoroughly with diethyl ether and dried at 60° C./0.01 mbar. Starting materials: CC(C)=CCc1ccc(C(C)C#N)cc1, CO, [Na+], [OH-], O. The product is CC(C)=CCc1ccc(C(C)C(=O)O)cc1. Reaction SMILES: [CH2:1]([CH:2]=[C:3]([CH3:4])[CH3:5])[c:6]1[cH:7][cH:8][c:9]([CH:12]([C:13]#[N:14])[CH3:15])[cH:10][cH:11]1.[CH3:19][OH:20].[Na+:17].[OH-:16].[OH2:18]>>[CH2:1]([CH:2]=[C:3]([CH3:4])[CH3:5])[c:6]1[cH:7][cH:8][c:9]([CH:12]([C:13](=[O:16])[OH:18])[CH3:15])[cH:10][cH:11]1. The reactants are CC(=O)OC(C)=O, CCOC(C)=O, O=[N+]([O-])c1ccc(Oc2ccc(-c3cc[nH]n3)cc2)cc1, c1ccncc1. Product: CC(=O)n1ccc(-c2ccc(Oc3ccc([N+](=O)[O-])cc3)cc2)n1. RXN SMILES: [CH3:22][C:23](=[O:24])[O:25][C:26](=[O:27])[CH3:28].[CH3:35][CH2:36][O:37][C:38](=[O:39])[CH3:40].[N+:1](=[O:2])([O-:3])[c:4]1[cH:5][cH:6][c:7]([O:8][c:9]2[cH:10][cH:11][c:12](-[c:15]3[n:16][nH:17][cH:18][cH:19]3)[cH:13][cH:14]2)[cH:20][cH:21]1.[cH:29]1[cH:30][cH:31][n:32][cH:33][cH:34]1>>[N+:1](=[O:2])([O-:3])[c:4]1[cH:5][cH:6][c:7]([O:8][c:9]2[cH:10][cH:11][c:12](-[c:15]3[n:16][n:17]([C:23]([CH3:22])=[O:24])[cH:18][cH:19]3)[cH:13][cH:14]2)[cH:20][cH:21]1. The reactants are FC(C=1C=C(C=CC1)N1C=NN=C1Cl)(F)F (4-(3-trifluoromethylphenyl)-5-chloro-1,2,4-triazole), ice water, CC(C)([O-])C.[K+] (potassium tert-butoxide), C1(=CC=CC=C1)O (phenol), [O-]CCCC (butoxide). Run in CN(C=O)C (dimethylformamide), CN(C=O)C (dimethyl formamide). Conditions: temperature 75 celsius. The product is FC(C=1C=C(C=CC1)N1C=NN=C1OC1=CC=CC=C1)(F)F (4-(3-trifluoromethylphenyl)-5-phenoxy-1,2,4-triazole). As a reaction SMILES: CC(C)([O-])C.[K+].[C:7]1([OH:13])[CH:12]=[CH:11][CH:10]=[CH:9][CH:8]=1.[O-]CCCC.[F:19][C:20]([F:34])([F:33])[C:21]1[CH:22]=[C:23]([N:27]2[C:31](Cl)=[N:30][N:29]=[CH:28]2)[CH:24]=[CH:25][CH:26]=1>CN(C)C=O>[F:33][C:20]([F:19])([F:34])[C:21]1[CH:22]=[C:23]([N:27]2[C:28]([O:13][C:7]3[CH:12]=[CH:11][CH:10]=[CH:9][CH:8]=3)=[N:29][N:30]=[CH:31]2)[CH:24]=[CH:25][CH:26]=1 |f:0.1|. Procedure details: 0.8 g of potassium tert-butoxide was added to a solution of 0.53 g of phenol in 10 ml of dry dimethyl formamide. When all the butoxide had dissolved, a solution of 1.4 g of 25B in 10 ml of dry dimethylformamide (10 ml) was added and the stirred mixture was heated to 75° C. for 90 minutes. The reaction mixture was poured into a large excess of ice-water, the solid product filtered off and recrystallized from hexane/ethyl acetate to give 25, as a solid, m.p.: 83°-85° C. Reactants: BrC=1C(=C2N(CCN(C2)C(=O)OC(C)(C)C)C1C1CC1)C#N (tert-butyl 7-bromo-8-cyano-6-cyclopropyl-3,4-dihydro-1H-pyrrolo[1,2-a]pyrazine-2-carboxylate), COC1=CC=C(C=C1)B(O)O (4-methoxyphenylboronic acid), C([O-])([O-])=O.[Cs+].[Cs+] (caesium carbonate). Reagents/catalysts: C1=CC=C(C=C1)P([C-]2C=CC=C2)C3=CC=CC=C3.C1=CC=C(C=C1)P([C-]2C=CC=C2)C3=CC=CC=C3.Cl[Pd]Cl.[Fe+2] (1,1′-bis(diphenylphosphino)ferrocenedichloropalladium). Solvent: O1CCCC1 (tetrahydrofuran), O (water), C(C)(=O)OCC (ethyl acetate). Conditions: temperature 100 celsius. Product: C(N)(=O)C=1C(=C(N2C1CN(CC2)C(=O)OC(C)(C)C)C2CC2)C2=CC=C(C=C2)OC (tert-butyl 8-carbamoyl-6-cyclopropyl-7-(4-methoxyphenyl)-3,4-dihydro-1H-pyrrolo[1,2-a]pyrazine-2-carboxylate). Isolated yield 47.0%. RXN SMILES: Br[C:2]1[C:3]([C:21]#[N:22])=[C:4]2[CH2:9][N:8]([C:10]([O:12][C:13]([CH3:16])([CH3:15])[CH3:14])=[O:11])[CH2:7][CH2:6][N:5]2[C:17]=1[CH:18]1[CH2:20][CH2:19]1.[CH3:23][O:24][C:25]1[CH:30]=[CH:29][C:28](B(O)O)=[CH:27][CH:26]=1.C(=O)([O-])[O-:35].[Cs+].[Cs+]>O1CCCC1.O.C(OCC)(=O)C.C1C=CC(P(C2C=CC=CC=2)[C-]2C=CC=C2)=CC=1.C1C=CC(P(C2C=CC=CC=2)[C-]2C=CC=C2)=CC=1.Cl[Pd]Cl.[Fe+2]>[C:21]([C:3]1[C:2]([C:28]2[CH:29]=[CH:30][C:25]([O:24][CH3:23])=[CH:26][CH:27]=2)=[C:17]([CH:18]2[CH2:20][CH2:19]2)[N:5]2[CH2:6][CH2:7][N:8]([C:10]([O:12][C:13]([CH3:16])([CH3:15])[CH3:14])=[O:11])[CH2:9][C:4]=12)(=[O:35])[NH2:22] |f:2.3.4,8.9.10.11|. Reported procedure: To a mixture of 3.00 g (7.81 mmol) of tert-butyl 7-bromo-8-cyano-6-cyclopropyl-3,4-dihydro-1H-pyrrolo[1,2-a]pyrazine-2-carboxylate, 1.54 g (10.2 mmol) of 4-methoxyphenylboronic acid (CAS 5720-07-0) and 7.63 g (23.4 mmol) of caesium carbonate in a mixture of 80 ml of tetrahydrofuran and 4 ml of water under argon is added 0.64 g (0.78 mmol) of 1,1′-bis(diphenylphosphino)ferrocenedichloropalladium (II) (CAS 72287-26-4), and the mixture is heated at 100° C. for 20 hours. After cooling, the mixture i...